This data is from the Open Reaction Database (ORD), a public repository of structured organic reaction records. The task is: describe an organic reaction: reactants, conditions, products, and yield As a reaction SMILES: Br[CH2:2][CH2:3][O:4][CH2:5][CH2:6][N:7]1[C:11]2[CH:12]=[CH:13][CH:14]=[CH:15][C:10]=2[N:9]([C:16]2[C:21]([F:22])=[CH:20][CH:19]=[CH:18][C:17]=2[F:23])[S:8]1(=[O:25])=[O:24].[CH2:26]([NH2:28])[CH3:27]>CO>[F:23][C:17]1[CH:18]=[CH:19][CH:20]=[C:21]([F:22])[C:16]=1[N:9]1[C:10]2[CH:15]=[CH:14][CH:13]=[CH:12][C:11]=2[N:7]([CH2:6][CH2:5][O:4][CH2:3][CH2:2][NH:28][CH2:26][CH3:27])[S:8]1(=[O:25])=[O:24]. Procedure details: In an analogous manner to general procedure V, 1-[2-(2-bromoethoxy)ethyl]-3-(2,6-difluorophenyl)-1,3-dihydro-2,1,3-benzothiadiazole 2,2-dioxide (0.1 g, 0.23 mmol) was treated with 30-40% ethylamine in methanol to give 2-{2-[3-(2,6-difluorophenyl)-2,2-dioxido-2,1,3-benzothiadiazol-1(3H)-yl]ethoxy}-N-ethylethanamine which was treated with 1N hydrochloric acid in ether to give its hydrochloride salt as a white solid (0.67 g, 67%). HRMS: calcd for C18H21F2N3O3S+H+, 398.13444; found (ESI, [M+H]+Obs'd... The product is FC1=C(C(=CC=C1)F)N1S(N(C2=C1C=CC=C2)CCOCCNCC)(=O)=O (2-{2-[3-(2,6-difluorophenyl)-2,2-dioxido-2,1,3-benzothiadiazol-1(3H)-yl]ethoxy}-N-ethylethanamine). Run in CO (methanol). Reactants: BrCCOCCN1S(N(C2=C1C=CC=C2)C2=C(C=CC=C2F)F)(=O)=O (1-[2-(2-bromoethoxy)ethyl]-3-(2,6-difluorophenyl)-1,3-dihydro-2,1,3-benzothiadiazole 2,2-dioxide), C(C)N (ethylamine). Starting materials: N1=CC(=CC=C1)NS(=O)(=O)C1=CC=C(C=C1)C=1NC(C(C(=O)O)=CC1)=O (6-[4-(3-pyridylaminosulfonyl)phenyl]-1,2-dihydro-2-oxonicotinic acid), S(=O)(Cl)Cl (thionyl chloride), C(Cl)Cl (methylene chloride), C[Si](C)(C)Cl (trimethylsilyl chloride). Solvent: C(C)N(CC)CC (triethylamine). Yields the product Cl.N1=CC(=CC=C1)NS(=O)(=O)C1=CC=C(C=C1)C=1NC(C(CCl)=CC1)=O (6-[4-(3-pyridylaminosulfonyl)phenyl]-1,2-dihydro-2-oxonicotinyl chloride hydrochloride). Reaction SMILES: [N:1]1[CH:6]=[CH:5][CH:4]=[C:3]([NH:7][S:8]([C:11]2[CH:16]=[CH:15][C:14]([C:17]3[NH:18][C:19](=[O:26])[C:20](=[CH:24][CH:25]=3)[C:21](O)=O)=[CH:13][CH:12]=2)(=[O:10])=[O:9])[CH:2]=1.C(Cl)[Cl:28].C[Si]([Cl:34])(C)C.S(Cl)(Cl)=O>C(N(CC)CC)C>[ClH:28].[N:1]1[CH:6]=[CH:5][CH:4]=[C:3]([NH:7][S:8]([C:11]2[CH:16]=[CH:15][C:14]([C:17]3[NH:18][C:19](=[O:26])[C:20](=[CH:24][CH:25]=3)[CH2:21][Cl:34])=[CH:13][CH:12]=2)(=[O:10])=[O:9])[CH:2]=1 |f:5.6|. Procedure: From 4.0 g. of 6-[4-(3-pyridylaminosulfonyl)phenyl]-1,2-dihydro-2-oxonicotinic acid in 150 ml. of methylene chloride, 1.55 ml. of triethylamine, 1.4 ml. of trimethylsilyl chloride and 1.6 ml. of thionyl chloride, following the procedure of a) above, there is obtained 6-[4-(3-pyridylaminosulfonyl)phenyl]-1,2-dihydro-2-oxonicotinyl chloride hydrochloride. Starting materials: COC1OC(CC1)OC (2,5-dimethoxytetrahydrofuran), Cl.ClC1=CC=NC=C1 (4-chloropyridine hydrochloride), C(C=1C(N)=CC=CC1)(=O)OC (methyl anthranilate). Yield: 92.7%. Run in O1CCOCC1 (1,4-dioxane). Reported procedure: 17.14 mol of 2,5-dimethoxytetrahydrofuran and 19.84 g of 4-chloropyridine hydrochloride in 600 ml of 1,4-dioxane are stirred for 10 minutes at 25° C., and then 17.12 mol of methyl anthranilate are added and the suspension is heated at reflux for 3 hours. After removal of the dioxane under reduced pressure, the residue is taken up in 1 liter of water and extracted with diethyl ether. The ethereal phase is washed with water, decanted off, dried over magnesium sulfate, rendered colourless with anim... RXN SMILES: CO[CH:3]1[CH2:7][CH2:6][CH:5](OC)O1.Cl.ClC1C=CN=CC=1.[C:18]([O:27][CH3:28])(=[O:26])[C:19]1[C:20](=[CH:22][CH:23]=[CH:24][CH:25]=1)[NH2:21]>O1CCOCC1>[N:21]1([C:20]2[CH:22]=[CH:23][CH:24]=[CH:25][C:19]=2[C:18]([O:27][CH3:28])=[O:26])[CH:3]=[CH:7][CH:6]=[CH:5]1 |f:1.2|. The product is N1(C=CC=C1)C1=C(C(=O)OC)C=CC=C1 (Methyl 2-(pyrrol-1-yl)benzoate). Yields the product CC(=O)Nc1ccc([N+](=O)[O-])cc1OCC(O)CN1C(=O)CCC1=O. Starting materials: CC(=O)Nc1ccc([N+](=O)[O-])cc1OCC1CO1, CCO, O=C1CCC(=O)N1, O, c1ccncc1. As a reaction SMILES: [C:1]([CH3:2])(=[O:3])[NH:4][c:5]1[c:6]([O:7][CH2:8][CH:9]2[CH2:10][O:11]2)[cH:12][c:13]([N+:16](=[O:17])[O-:18])[cH:14][cH:15]1.[CH3:19][CH2:20][OH:21].[O:28]=[C:29]1[CH2:30][CH2:31][C:32](=[O:33])[NH:34]1.[OH2:35].[cH:22]1[cH:23][cH:24][n:25][cH:26][cH:27]1>>[C:1]([CH3:2])(=[O:3])[NH:4][c:5]1[c:6]([O:7][CH2:8][CH:9]([CH2:10][N:34]2[C:29](=[O:28])[CH2:30][CH2:31][C:32]2=[O:33])[OH:11])[cH:12][c:13]([N+:16](=[O:17])[O-:18])[cH:14][cH:15]1. The reactants are CC1(C)Oc2ccc(C#N)cc2C(N2CCNC2=NC#N)C1O, O=C([O-])[O-], CCBr, CN(C)C=O, [K+], [K+]. As a reaction SMILES: [C:1](#[N:2])[N:3]=[C:4]1[N:5]([CH:9]2[CH:10]([OH:23])[C:11]([CH3:21])([CH3:22])[O:12][c:13]3[c:14]2[cH:15][c:16]([C:19]#[N:20])[cH:17][cH:18]3)[CH2:6][CH2:7][NH:8]1.[C:27](=[O:28])([O-:29])[O-:30].[CH2:24]([CH3:25])[Br:26].[CH3:33][N:34]([CH3:35])[CH:36]=[O:37].[K+:31].[K+:32]>>[C:1](#[N:2])[N:3]=[C:4]1[N:5]([CH:9]2[CH:10]([OH:23])[C:11]([CH3:21])([CH3:22])[O:12][c:13]3[c:14]2[cH:15][c:16]([C:19]#[N:20])[cH:17][cH:18]3)[CH2:6][CH2:7][N:8]1[CH2:24][CH3:25]. The product is CCN1CCN(C2c3cc(C#N)ccc3OC(C)(C)C2O)C1=NC#N. The reactants are [N-]=[N+]=[N-].[Na+] (sodium azide), C(C1=CC=CC=C1)O[C@@H]1[C@H]([C@@H](OC2=CC=C(C=C2)OC)O[C@@H]([C@@H]1O)C)OC(CCC(=O)C)=O (4-Methoxyphenyl 3-O-benzyl-2-O-levulinoyl-α-D-fucopyranoside), S(=O)(=O)(C(F)(F)F)OS(=O)(=O)C(F)(F)F (Triflic anhydride), N1=CC=CC=C1 (Pyridine). Run in ClCCl (dichloromethane), C1(=CC=CC=C1)C (toluene), C(Cl)(Cl)Cl (CHCl3), C(Cl)(Cl)Cl (CHCl3), O (water), CCOC(=O)C (EtOAc). Reaction conditions: temperature 0 celsius, time 90 minute. Yields the product N(=[N+]=[N-])[C@@]1([C@@H]([C@H]([C@@H](OC2=CC=C(C=C2)OC)O[C@@H]1C)OC(CCC(=O)C)=O)OCC1=CC=CC=C1)O (4-Methoxyphenyl 4-azido-3-O-benzyl-6-desoxy-2-O-levulinoyl-α-D-glucopyranoside). As a reaction SMILES: [CH2:1]([O:8][C@H:9]1[C@@H:23]([OH:24])[C@@H:22]([CH3:25])[O:21][C@H:11]([O:12][C:13]2[CH:18]=[CH:17][C:16]([O:19][CH3:20])=[CH:15][CH:14]=2)[C@@H:10]1[O:26][C:27](=[O:33])[CH2:28][CH2:29][C:30]([CH3:32])=[O:31])[C:2]1[CH:7]=[CH:6][CH:5]=[CH:4][CH:3]=1.N1C=CC=CC=1.S(OS(C(F)(F)F)(=O)=O)(C(F)(F)F)(=O)=O.[N-:55]=[N+:56]=[N-:57].[Na+]>ClCCl.O.CCOC(C)=O.C(Cl)(Cl)Cl.C1(C)C=CC=CC=1>[N:55]([C@@:23]1([OH:24])[C@@H:22]([CH3:25])[O:21][C@H:11]([O:12][C:13]2[CH:14]=[CH:15][C:16]([O:19][CH3:20])=[CH:17][CH:18]=2)[C@H:10]([O:26][C:27](=[O:33])[CH2:28][CH2:29][C:30]([CH3:32])=[O:31])[C@H:9]1[O:8][CH2:1][C:2]1[CH:7]=[CH:6][CH:5]=[CH:4][CH:3]=1)=[N+:56]=[N-:57] |f:3.4|. Procedure details: 4-Methoxyphenyl 3-O-benzyl-2-O-levulinoyl-α-D-fucopyranoside (6) (971 mg, 2.12 mmol) was azeotroped 2 times with toluene and dissolved in 20 mL of dichloromethane. Pyridine (1.84 g, 1.87 mL, 23.3 mmol) was added and the mixture cooled to 0° C. Triflic anhydride (1.19 g, 0.71 mL, 4.24 mmol) was added and the mixture stirred for 90 min at 0° C. The mixture was quenched by addition of diluted NaHCO3 solution, the phases were separated and the organic layer extracted 3 times with 3% hydrochloric aci... Reactants: FC(C=1C=C(C(=O)N2CCC3(C(=CNC3=O)C3=C(C=CC=C3)C)CC2)C=C(C1)C(F)(F)F)(F)F (8-(3,5-bis-trifluoromethyl-benzoyl)-4-o-tolyl-2,8-diaza-spiro[4.5]dec-3-en-1-one), ClCCN1CCCC1 (1-(2-chloroethyl)-pyrrolidine). The product is FC(C=1C=C(C(=O)N2CCC3(C(=CN(C3=O)CCN3CCCC3)C3=C(C=CC=C3)C)CC2)C=C(C1)C(F)(F)F)(F)F (8-(3,5-Bis-trifluoromethyl-benzoyl)-2-(2-pyrrolidin-1-yl-ethyl)-4-o-tolyl-2,8-diaza-spiro[4.5]dec-3-en-1-one). As a reaction SMILES: [F:1][C:2]([F:34])([F:33])[C:3]1[CH:4]=[C:5]([CH:26]=[C:27]([C:29]([F:32])([F:31])[F:30])[CH:28]=1)[C:6]([N:8]1[CH2:25][CH2:24][C:11]2([C:15](=[O:16])[NH:14][CH:13]=[C:12]2[C:17]2[CH:22]=[CH:21][CH:20]=[CH:19][C:18]=2[CH3:23])[CH2:10][CH2:9]1)=[O:7].Cl[CH2:36][CH2:37][N:38]1[CH2:42][CH2:41][CH2:40][CH2:39]1>>[F:32][C:29]([F:30])([F:31])[C:27]1[CH:26]=[C:5]([CH:4]=[C:3]([C:2]([F:1])([F:33])[F:34])[CH:28]=1)[C:6]([N:8]1[CH2:25][CH2:24][C:11]2([C:15](=[O:16])[N:14]([CH2:36][CH2:37][N:38]3[CH2:42][CH2:41][CH2:40][CH2:39]3)[CH:13]=[C:12]2[C:17]2[CH:22]=[CH:21][CH:20]=[CH:19][C:18]=2[CH3:23])[CH2:10][CH2:9]1)=[O:7]. Procedure: The title compound, MS: m/e=580.1 (M+H+), was prepared in accordance with the general method of example 99 from 8-(3,5-bis-trifluoromethyl-benzoyl)-4-o-tolyl-2,8-diaza-spiro[4.5]dec-3-en-1-one and 1-(2-chloroethyl)-pyrrolidine. Starting materials: C1CCOC1, COC(OC)c1cc(Sc2cccc(N)c2)ccc1[N+](=O)[O-], O=S(=O)(Cl)c1ccccc1. The product is COC(OC)c1cc(Sc2cccc(NS(=O)(=O)c3ccccc3)c2)ccc1[N+](=O)[O-]. As a reaction SMILES: [CH2:33]1[O:34][CH2:35][CH2:36][CH2:37]1.[CH3:1][O:2][CH:3]([c:4]1[cH:5][c:6]([S:13][c:14]2[cH:15][c:16]([NH2:20])[cH:17][cH:18][cH:19]2)[cH:7][cH:8][c:9]1[N+:10](=[O:11])[O-:12])[O:21][CH3:22].[c:23]1([S:29](=[O:30])(=[O:31])[Cl:32])[cH:24][cH:25][cH:26][cH:27][cH:28]1>>[CH3:1][O:2][CH:3]([c:4]1[cH:5][c:6]([S:13][c:14]2[cH:15][c:16]([NH:20][S:29]([c:23]3[cH:24][cH:25][cH:26][cH:27][cH:28]3)(=[O:30])=[O:31])[cH:17][cH:18][cH:19]2)[cH:7][cH:8][c:9]1[N+:10](=[O:11])[O-:12])[O:21][CH3:22].